Task: describe an organic reaction: reactants, conditions, products, and yield. Dataset: the Open Reaction Database (ORD), a public repository of structured organic reaction records Reactants: C1CCOC1, COC(=O)c1cc2c([nH]1)CCC2Cc1ccc(OC)c(OC)c1, CO, [Li+], [OH-]. Yields the product COc1ccc(CC2CCc3[nH]c(C(=O)O)cc32)cc1OC. As a reaction SMILES: [CH2:28]1[O:29][CH2:30][CH2:31][CH2:32]1.[CH3:1][O:2][c:3]1[cH:4][c:5]([CH2:6][CH:7]2[CH2:8][CH2:9][c:10]3[nH:11][c:12]([C:15](=[O:16])[O:17][CH3:18])[cH:13][c:14]32)[cH:19][cH:20][c:21]1[O:22][CH3:23].[CH3:26][OH:27].[Li+:24].[OH-:25]>>[CH3:1][O:2][c:3]1[cH:4][c:5]([CH2:6][CH:7]2[CH2:8][CH2:9][c:10]3[nH:11][c:12]([C:15](=[O:16])[OH:17])[cH:13][c:14]32)[cH:19][cH:20][c:21]1[O:22][CH3:23]. Reactants: C(CCCCCCC)OC(C)C1=CC=C(C=C1)C1=CC=C(C=C1)C(=O)OCC1=CC=CC=C1 ((+)-benzyl 4'-(1-octyloxyethyl)-4-biphenylcarboxylate), O1CCCC1 (tetrahydrofuran). Reagents/catalysts: [Pd] (Pd-C). The solvent is CO (methanol). Yields the product C(CCCCCCC)OC(C)C1=CC=C(C=C1)C1=CC=C(C=C1)C(=O)O ((+)-4'-(1-octyloxyethyl)-4-biphenylcarboxylic acid). The yield is 76.6%. Reaction SMILES: [CH2:1]([O:9][CH:10]([C:12]1[CH:17]=[CH:16][C:15]([C:18]2[CH:23]=[CH:22][C:21]([C:24]([O:26]CC3C=CC=CC=3)=[O:25])=[CH:20][CH:19]=2)=[CH:14][CH:13]=1)[CH3:11])[CH2:2][CH2:3][CH2:4][CH2:5][CH2:6][CH2:7][CH3:8].O1CCCC1>[Pd].CO>[CH2:1]([O:9][CH:10]([C:12]1[CH:17]=[CH:16][C:15]([C:18]2[CH:23]=[CH:22][C:21]([C:24]([OH:26])=[O:25])=[CH:20][CH:19]=2)=[CH:14][CH:13]=1)[CH3:11])[CH2:2][CH2:3][CH2:4][CH2:5][CH2:6][CH2:7][CH3:8]. Procedure: 1.03 g (2.8 mmol) of VII-15, 0.1 g of 5% Pd-C, 15 ml of tetrahydrofuran and 5 ml of methanol were mixed and the mixture was subjected to catalytic hydrogenation under normal pressure. When the hydrogen absorption reached 66 ml, the reaction was stopped and the catalyst was filtered away. The filtrate was concentrated and purified by column chromatography to obtain 0.76 g (98% yield) of (+)-4'-(1-octyloxyethyl)-4-biphenylcarboxylic acid. [α]D25 =+67.5° (c=1, CHCl3), m.p.=139°-140° C. The reactants are CC(C)(C)O, C1CCNCC1, Cc1ccc(S(=O)(=O)OCCCCCCN2C(=O)COCC2=O)cc1. Yields the product O=C1COCC(=O)N1CCCCCCN1CCCCC1, Cc1ccc(S(=O)(=O)O)cc1. RXN SMILES: [C:32]([OH:33])([CH3:34])([CH3:35])[CH3:36].[CH2:26]1[CH2:27][CH2:28][NH:29][CH2:30][CH2:31]1.[c:1]1([CH3:25])[cH:2][cH:3][c:4]([S:7](=[O:8])(=[O:9])[O:10][CH2:11][CH2:12][CH2:13][CH2:14][CH2:15][CH2:16][N:17]2[C:18](=[O:24])[CH2:19][O:20][CH2:21][C:22]2=[O:23])[cH:5][cH:6]1>>[CH2:11]([CH2:12][CH2:13][CH2:14][CH2:15][CH2:16][N:17]1[C:18](=[O:24])[CH2:19][O:20][CH2:21][C:22]1=[O:23])[N:29]1[CH2:28][CH2:27][CH2:26][CH2:31][CH2:30]1.[c:1]1([CH3:25])[cH:2][cH:3][c:4]([S:7](=[O:8])(=[O:9])[OH:10])[cH:5][cH:6]1. The reactants are N#CCCO, O=C([O-])O, CCOC(C)=O, [Na+], CC(=O)C1CCC2C3CCC4CC5OC5CC4(C)C3C(=O)CC12C. The product is CC(=O)C1CCC2C3CCC4CC(O)C(OCCC#N)CC4(C)C3C(=O)CC12C. Reaction SMILES: [C:25](#[N:26])[CH2:27][CH2:28][OH:29].[C:30](=[O:31])([OH:32])[O-:33].[CH3:35][CH2:36][O:37][C:38](=[O:39])[CH3:40].[Na+:34].[O:1]1[CH:2]2[CH:3]1[CH2:4][CH:5]1[CH2:6][CH2:7][CH:8]3[CH:9]4[CH2:10][CH2:11][CH:12]([C:13]([CH3:14])=[O:15])[C:16]4([CH3:24])[CH2:17][C:18](=[O:23])[CH:19]3[C:20]1([CH3:22])[CH2:21]2>>[OH:1][CH:3]1[CH:2]([O:29][CH2:28][CH2:27][C:25]#[N:26])[CH2:21][C:20]2([CH3:22])[CH:5]([CH2:4]1)[CH2:6][CH2:7][CH:8]1[CH:9]3[CH2:10][CH2:11][CH:12]([C:13]([CH3:14])=[O:15])[C:16]3([CH3:24])[CH2:17][C:18](=[O:23])[CH:19]12.